Dataset: the Open Reaction Database (ORD), a public repository of structured organic reaction records. Task: describe an organic reaction: reactants, conditions, products, and yield The reactants are C(C)(C)(C)OC(=O)N1C2CC(C(C1)CC2)CC2=CC(=C(C=C2)Cl)Cl (5-(3,4-dichloro-benzyl)-2-aza-bicyclo[2.2.2]octane-2-carboxylic acid tert-butyl ester), ClCl (Cl2), C(=O)(C(F)(F)F)O (TFA). Conditions: time 1 hour. The product is ClC=1C=C(CC2C3CNC(C2)CC3)C=CC1Cl (5-(3,4-Dichloro-benzyl)-2-aza-bicyclo[2.2.2]octane). The yield is 96.8%. As a reaction SMILES: C(OC([N:8]1[CH2:13][CH:12]2[CH2:14][CH2:15][CH:9]1[CH2:10][CH:11]2[CH2:16][C:17]1[CH:22]=[CH:21][C:20]([Cl:23])=[C:19]([Cl:24])[CH:18]=1)=O)(C)(C)C.ClCl.C(O)(C(F)(F)F)=O>>[Cl:24][C:19]1[CH:18]=[C:17]([CH:22]=[CH:21][C:20]=1[Cl:23])[CH2:16][CH:11]1[CH2:10][CH:9]2[CH2:15][CH2:14][CH:12]1[CH2:13][NH:8]2. Procedure: To a solution of 5-(3,4-dichloro-benzyl)-2-aza-bicyclo[2.2.2]octane-2-carboxylic acid tert-butyl ester (0.24 g, 0.65 mmol) in 2 mL of CH2 Cl2 was added 1 mL of TFA. After the mixture was stirred at rt for 1 h, it was quenched with NaHCO3 (sat.). It was then extracted with CH2Cl2 and the organic layer was washed with NaCl (sat.), dried over Na2SO4 and concentrated to give 170 mg of 5-(3,4-Dichloro-benzyl)-2-aza-bicyclo[2.2.2]octane (M++1: 270). Starting materials: C(CCC)[Li] (n-butyl lithium), [Cl-].C1(=CC=CC=C1)[P+](CC1=NC2=CC=CC=C2C=C1)(C1=CC=CC=C1)C1=CC=CC=C1 (triphenyl-(quinolin-2-yl-methyl)-phosphonium chloride), COCCOCOC=1C=C(C=O)C=CC1 (3-[(2-Methoxyethoxy)-methoxy]-benzaldehyde). The solvent is C1CCOC1 (THF), C1CCOC1 (THF). Run at time 30 minute. The product is COCCOCOC1=CC(=CC=C1)C=CC1=NC2=CC=CC=C2C=C1 (1-(2-Methoxyethoxy)-methoxy-3-(2-quinolin-2-yl-vinyl)-benzene). Reaction SMILES: [Cl-].C1([P+](C2C=CC=CC=2)(C2C=CC=CC=2)[CH2:9][C:10]2[CH:19]=[CH:18][C:17]3[C:12](=[CH:13][CH:14]=[CH:15][CH:16]=3)[N:11]=2)C=CC=CC=1.C([Li])CCC.[CH3:37][O:38][CH2:39][CH2:40][O:41][CH2:42][O:43][C:44]1[CH:45]=[C:46]([CH:49]=[CH:50][CH:51]=1)[CH:47]=O>C1COCC1>[CH3:37][O:38][CH2:39][CH2:40][O:41][CH2:42][O:43][C:44]1[CH:51]=[CH:50][CH:49]=[C:46]([CH:47]=[CH:9][C:10]2[CH:19]=[CH:18][C:17]3[C:12](=[CH:13][CH:14]=[CH:15][CH:16]=3)[N:11]=2)[CH:45]=1 |f:0.1|. Reported procedure: To a cooled (−78° C.) suspension of triphenyl-(quinolin-2-yl-methyl)-phosphonium chloride (1.76 g, 4 mmol, example 17) in THF (24 mL) is added, dropwise, n-butyl lithium solution (1.7 mL, 2.5 M in hexanes). The resulting mixture is stirred for 30 min. then a solution of 3-[(2-methoxyethoxy)-methoxy]-benzaldehyde (756 mg, 3.6 mmol, example 8a) in THF (3 mL) is added. This mixture is stirred for 30 min then the cold bath removed and stirring continued for 2 h. The reaction mixture is then diluted ... The reactants are CC1=C(C=CC=C1)C=CC1=CC=CC=C1 (methyl stilbene), C(Cl)Cl (CH2Cl2). Reagents/catalysts: [Ir] (iridium). The product is C1(=CC=CC=C1)CC(C)C1=CC=CC=C1 ((−)-1,2-Diphenylpropane). Isolated yield 94.0%. Reaction SMILES: C[C:2]1[CH:7]=[CH:6][CH:5]=[CH:4][C:3]=1[CH:8]=[CH:9][C:10]1[CH:15]=[CH:14][CH:13]=[CH:12][CH:11]=1.[CH2:16](Cl)Cl>[Ir]>[C:10]1([CH2:9][CH:8]([C:3]2[CH:2]=[CH:7][CH:6]=[CH:5][CH:4]=2)[CH3:16])[CH:11]=[CH:12][CH:13]=[CH:14][CH:15]=1. Procedure details: According to the general procedure, a solution of methyl stilbene (57 mg, 0.29 mmol) and iridium catalyst (S)-32 (9.4 mg, 0.0060 mmol, 2.0 mol %) in CH2Cl2 (3 mL) was hydrogenated. Removal of the solvent in vacuo and standard purification gave 33 (54 mg, 94%) as a colorless oil; [α]20D −55.2 (c 1.00, CHCl3); Chiral GC analysis (Chirasil DEX-CB; program: 100° C. for 5 min, the 0.5° C./min to 140° C. for 5 min, then 2° C./min to 180° C. for 10 min) determined a 86:14 er (72% ee) [tR(minor) 66.26 m... Starting materials: O=C1CCC(=O)N1Br, O=C(OOC(=O)c1ccccc1)c1ccccc1, ClC(Cl)(Cl)Cl, COCOc1cc(C)ccc1C(=O)OC. The product is COCOc1cc(CBr)ccc1C(=O)OC. RXN SMILES: [Br:16][N:17]1[C:18](=[O:19])[CH2:20][CH2:21][C:22]1=[O:23].[C:24]([O:25][O:26][C:27](=[O:28])[c:29]1[cH:30][cH:31][cH:32][cH:33][cH:34]1)(=[O:35])[c:36]1[cH:37][cH:38][cH:39][cH:40][cH:41]1.[C:42]([Cl:43])([Cl:44])([Cl:45])[Cl:46].[CH3:1][O:2][CH2:3][O:4][c:5]1[c:6]([C:7](=[O:8])[O:9][CH3:10])[cH:11][cH:12][c:13]([CH3:15])[cH:14]1>>[CH3:1][O:2][CH2:3][O:4][c:5]1[c:6]([C:7](=[O:8])[O:9][CH3:10])[cH:11][cH:12][c:13]([CH2:15][Br:16])[cH:14]1. The reactants are C(C)(=O)N1[C@H](CN(C2=CC(=CC=C12)Br)C(=O)OCC1CC1)C (cyclopropylmethyl (3S)-4-acetyl-7-bromo-3-methyl-1,2,3,4-tetrahydroquinoxaline-1-carboxylate), CC1(C(OB(O1)C=1C=NN(C1)C(=O)OC(C)(C)C)(C)C)C (tert-butyl 4-(tetramethyl-1,3,2-dioxaborolan-2-yl)-1H-pyrazol-1-carboxylate), C([O-])([O-])=O.[Na+].[Na+] (sodium carbonate), O1CCOCC1 (1,4-dioxane). Solvent: O (water), O (water). Conditions: temperature 100 celsius, time 8 hour. The product is C(C)(=O)N1[C@H](CN(C2=CC(=CC=C12)C=1C=NNC1)C(=O)OCC1CC1)C (cyclopropylmethyl (3S)-4-acetyl-3-methyl-7-(1H-pyrazol-4-yl)-1,2,3,4-tetrahydroquinoxaline-1-carboxylate). Isolated yield 41.5%. Reaction SMILES: [C:1]([N:4]1[C:13]2[C:8](=[CH:9][C:10](Br)=[CH:11][CH:12]=2)[N:7]([C:15]([O:17][CH2:18][CH:19]2[CH2:21][CH2:20]2)=[O:16])[CH2:6][C@@H:5]1[CH3:22])(=[O:3])[CH3:2].CC1(C)OB([C:29]2[CH:30]=[N:31][N:32](C(OC(C)(C)C)=O)[CH:33]=2)OC1(C)C.C(=O)([O-])[O-].[Na+].[Na+].O1CCOCC1>O>[C:1]([N:4]1[C:13]2[C:8](=[CH:9][C:10]([C:29]3[CH:30]=[N:31][NH:32][CH:33]=3)=[CH:11][CH:12]=2)[N:7]([C:15]([O:17][CH2:18][CH:19]2[CH2:21][CH2:20]2)=[O:16])[CH2:6][C@@H:5]1[CH3:22])(=[O:3])[CH3:2] |f:2.3.4|. Procedure: A 100-mL round-bottom flask was purged with nitrogen and charged with cyclopropylmethyl (3S)-4-acetyl-7-bromo-3-methyl-1,2,3,4-tetrahydroquinoxaline-1-carboxylate (1 g, 2.72 mmol), tert-butyl 4-(tetramethyl-1,3,2-dioxaborolan-2-yl)-1H-pyrazol-1-carboxylate (953 mg, 3.24 mmol), sodium carbonate (573 mg, 5.41 mmol), [1,1′bis(diphenylphosphino) ferrocene]dichloropalladium(II) dichloromethane complex (265 mg, 0.326 mmol), 1,4-dioxane (9 mL), and water (3 mL). The resulting mixture was stirred overni... The reactants are Cc1c2c(nc3ccccc13)C(C)CNCC2, CCOC(=O)Cl. The product is CCOC(=O)N1CCc2c(nc3ccccc3c2C)C(C)C1, Cl. RXN SMILES: [CH3:1][CH:2]1[CH2:3][NH:4][CH2:5][CH2:6][c:7]2[c:8]1[n:9][c:10]1[cH:11][cH:12][cH:13][cH:14][c:15]1[c:16]2[CH3:17].[Cl:18][C:19](=[O:20])[O:21][CH2:22][CH3:23]>>[CH3:1][CH:2]1[CH2:3][N:4]([C:19](=[O:20])[O:21][CH2:22][CH3:23])[CH2:5][CH2:6][c:7]2[c:8]1[n:9][c:10]1[cH:11][cH:12][cH:13][cH:14][c:15]1[c:16]2[CH3:17].[ClH:18]. The reactants are CC(C)(C)OC(=O)N1CCc2c(cc(C=O)n2C(=O)OC(C)(C)C)C1, CC(C)(C)O, CC=C(C)C, CCOCC, [O-][Cl+][O-], [NH4+], [NH4+], [Na+], [Na+], O=S(=O)([O-])[O-], O, O=P([O-])(O)O. Product: CC(C)(C)OC(=O)N1CCc2c(cc(C(=O)O)n2C(=O)OC(C)(C)C)C1. RXN SMILES: [C:1]([CH3:2])([CH3:3])([CH3:4])[O:5][C:6](=[O:7])[n:8]1[c:9]([CH:24]=[O:25])[cH:10][c:11]2[c:16]1[CH2:15][CH2:14][N:13]([C:17](=[O:18])[O:19][C:20]([CH3:21])([CH3:22])[CH3:23])[CH2:12]2.[C:43]([OH:44])([CH3:45])([CH3:46])[CH3:47].[CH3:48][C:49](=[CH:50][CH3:51])[CH3:52].[CH3:54][CH2:55][O:56][CH2:57][CH3:58].[Cl+:26]([O-:27])[O-:28].[NH4+:36].[NH4+:37].[Na+:29].[Na+:30].[O-:38][S:39](=[O:40])(=[O:41])[O-:42].[OH2:53].[OH:31][P:32](=[O:33])([O-:34])[OH:35]>>[C:1]([CH3:2])([CH3:3])([CH3:4])[O:5][C:6](=[O:7])[n:8]1[c:9]([C:24](=[O:25])[OH:27])[cH:10][c:11]2[c:16]1[CH2:15][CH2:14][N:13]([C:17](=[O:18])[O:19][C:20]([CH3:21])([CH3:22])[CH3:23])[CH2:12]2. The reactants are CCCCO, CCOC(=O)N1CCC=C(c2cccc(OC)c2)C1, [K+], [OH-], O. Product: COc1cccc(C2=CCCNC2)c1. As a reaction SMILES: [CH2:22]([OH:23])[CH2:24][CH2:25][CH3:26].[CH3:1][O:2][c:3]1[cH:4][c:5]([C:9]2=[CH:14][CH2:13][CH2:12][N:11]([C:15]([O:16][CH2:17][CH3:18])=[O:19])[CH2:10]2)[cH:6][cH:7][cH:8]1.[K+:21].[OH-:20].[OH2:27]>>[CH3:1][O:2][c:3]1[cH:4][c:5]([C:9]2=[CH:14][CH2:13][CH2:12][NH:11][CH2:10]2)[cH:6][cH:7][cH:8]1.